From a dataset of the Open Reaction Database (ORD), a public repository of structured organic reaction records. describe an organic reaction: reactants, conditions, products, and yield The reactants are NC1CCCC1, O=C(Nc1nc2cc(Cl)cc(Cl)n2n1)c1cccnc1. Product: O=C(Nc1nc2cc(Cl)cc(NC3CCCC3)n2n1)c1cccnc1. As a reaction SMILES: [CH:21]1([NH2:26])[CH2:22][CH2:23][CH2:24][CH2:25]1.[Cl:1][c:2]1[cH:3][c:4]([Cl:20])[cH:5][c:6]2[n:7]1[n:8][c:9]([NH:11][C:12]([c:13]1[cH:14][n:15][cH:16][cH:17][cH:18]1)=[O:19])[n:10]2>>[c:2]1([NH:26][CH:21]2[CH2:22][CH2:23][CH2:24][CH2:25]2)[cH:3][c:4]([Cl:20])[cH:5][c:6]2[n:7]1[n:8][c:9]([NH:11][C:12]([c:13]1[cH:14][n:15][cH:16][cH:17][cH:18]1)=[O:19])[n:10]2. Reactants: COC(=O)CCC(C)=CCc1c(OC)c(C)c2c(c1OCC[Si](C)(C)C)C(=O)OC2, CO, ClCCl, NC(N)=S, c1ccncc1. Product: COc1c(C)c2c(c(OCC[Si](C)(C)C)c1CC=O)C(=O)OC2. Reaction SMILES: [CH3:1][O:2][C:3](=[O:4])[CH2:5][CH2:6][C:29](=[CH:7][CH2:8][c:9]1[c:10]([O:22][CH2:23][CH2:24][Si:25]([CH3:26])([CH3:27])[CH3:28])[c:11]2[c:15]([c:16]([CH3:20])[c:17]1[O:18][CH3:19])[CH2:14][O:13][C:12]2=[O:21])[CH3:30].[CH3:41][OH:42].[Cl:43][CH2:44][Cl:45].[NH2:37][C:38](=[S:39])[NH2:40].[cH:31]1[cH:32][cH:33][n:34][cH:35][cH:36]1>>[CH:7]([CH2:8][c:9]1[c:10]([O:22][CH2:23][CH2:24][Si:25]([CH3:26])([CH3:27])[CH3:28])[c:11]2[c:15]([c:16]([CH3:20])[c:17]1[O:18][CH3:19])[CH2:14][O:13][C:12]2=[O:21])=[O:42].